describe an organic reaction: reactants, conditions, products, and yield From a dataset of the Open Reaction Database (ORD), a public repository of structured organic reaction records. The reactants are ClC=1C=C(C=CC1)CC1=C(C(=CS1)C(=O)OC)O (methyl 5-[(3chlorophenyl)methyl]-4-hydroxythiophene-3-carboxylate), C([O-])([O-])=O.[K+].[K+] (potassium carbonate), BrCCO[Si](C)(C)C(C)(C)C ((2-bromoethoxy)(1,1-dimethylethyl)dimethylsilane). Run in CC(=O)C (acetone). Yields the product CCCC(C)C (isohexane), ClC=1C=C(C=CC1)CC1=C(C(=CS1)C(=O)OC)OCCO[Si](C)(C)C(C)(C)C (Methyl 5-[(3-chlorophenyl)methyl]4-{2-[(1,1-dimethylethyl)dimethylsilyl]oxyethoxy}thiophene-3-carboxylate). Isolated yield 93.2%. RXN SMILES: [Cl:1][C:2]1[CH:3]=[C:4]([CH2:8][C:9]2[S:13][CH:12]=[C:11]([C:14]([O:16][CH3:17])=[O:15])[C:10]=2[OH:18])[CH:5]=[CH:6][CH:7]=1.C(=O)([O-])[O-].[K+].[K+].Br[CH2:26][CH2:27][O:28][Si:29]([C:32]([CH3:35])([CH3:34])[CH3:33])([CH3:31])[CH3:30]>CC(C)=O>[CH3:7][CH2:2][CH2:3][CH:4]([CH3:8])[CH3:5].[Cl:1][C:2]1[CH:3]=[C:4]([CH2:8][C:9]2[S:13][CH:12]=[C:11]([C:14]([O:16][CH3:17])=[O:15])[C:10]=2[O:18][CH2:26][CH2:27][O:28][Si:29]([C:32]([CH3:35])([CH3:34])[CH3:33])([CH3:31])[CH3:30])[CH:5]=[CH:6][CH:7]=1 |f:1.2.3|. Procedure: A mixture of methyl 5-[(3chlorophenyl)methyl]-4-hydroxythiophene-3-carboxylate (11 g), potassium carbonate (5.45 g) and (2-bromoethoxy)(1,1-dimethylethyl)dimethylsilane (10 g) was dissolved in acetone (250 m) and heated at reflux for 36 hours and then allowed to cool. The mixture was filtered, concentrated and purified by chromatography, eluting with 10:1 ethyl acetate:isohexane, to give the sub-title compound (8 g).